Task: describe an organic reaction: reactants, conditions, products, and yield. Dataset: the Open Reaction Database (ORD), a public repository of structured organic reaction records Starting materials: C([O-])([O-])=O.[K+].[K+] (potassium carbonate), COC1=CC=C(C=C1)[C@@H]1SC2=C(N(C([C@@H]1O)=O)CCN(C)C)C=CC=C2 ((+)-cis-2-(4-methoxyphenyl)-3-hydroxy-5-[2-(dimethylamino)ethyl]-2,3-dihydro-1,5-benzothiazepin-4(5H)-one), [N+](=O)([O-])C1=CC=C(C(=O)Cl)C=C1 (4-nitrobenzoyl chloride). Run in CC(=O)C (acetone). The product is COC1=CC=C(C=C1)[C@@H]1SC2=C(N(C([C@@H]1OC(C1=CC=C(C=C1)[N+](=O)[O-])=O)=O)CCN(C)C)C=CC=C2 ((+)-cis-2-(4-methoxyphenyl)-3-(4-nitrobenzoyloxy)-5-[2-(dimethylamino)-ethyl]-2,3-dihydro-1,5-benzothiazepin-4(5H)-one). Isolated yield 72.8%. Reaction SMILES: [CH3:1][O:2][C:3]1[CH:8]=[CH:7][C:6]([C@H:9]2[C@@H:15]([OH:16])[C:14](=[O:17])[N:13]([CH2:18][CH2:19][N:20]([CH3:22])[CH3:21])[C:12]3[CH:23]=[CH:24][CH:25]=[CH:26][C:11]=3[S:10]2)=[CH:5][CH:4]=1.C(=O)([O-])[O-].[K+].[K+].[N+:33]([C:36]1[CH:44]=[CH:43][C:39]([C:40](Cl)=[O:41])=[CH:38][CH:37]=1)([O-:35])=[O:34]>CC(C)=O>[CH3:1][O:2][C:3]1[CH:4]=[CH:5][C:6]([C@H:9]2[C@@H:15]([O:16][C:40](=[O:41])[C:39]3[CH:38]=[CH:37][C:36]([N+:33]([O-:35])=[O:34])=[CH:44][CH:43]=3)[C:14](=[O:17])[N:13]([CH2:18][CH2:19][N:20]([CH3:22])[CH3:21])[C:12]3[CH:23]=[CH:24][CH:25]=[CH:26][C:11]=3[S:10]2)=[CH:7][CH:8]=1 |f:1.2.3|. Reported procedure: 3.73 g of (+)-cis-2-(4-methoxyphenyl)-3-hydroxy-5-[2-(dimethylamino)ethyl]-2,3-dihydro-1,5-benzothiazepin-4(5H)-one are dissolved in 40 ml of acetone, and 2.07 g of potassium carbonate are added thereto. 2.04 g of 4-nitrobenzoyl chloride are added at room temperature to the mixture under stirring, and said mixture is stirred at the same temperature overnight. After the reaction, the mixture is treated in the same manner as described in Example 8. 3.8 g of (+)-cis-2-(4-methoxyphenyl)-3-(4-nitrobe... Reactants: C(C)OC(C(C)(C)OC1=C(C=C(C=C1)SC(C)=O)C)=O (2-(4-acetylsulfanyl-2-methyl-phenoxy)-2-methyl-propionic acid ethyl ester), ICCC#CC1=CC=C(C=C1)C(F)(F)F (1-(4-iodo-but-1-ynyl)-4-trifluoromethyl-benzene). Product: C(C)OC(C(C)(OC1=C(C=C(C=C1)SCCC#CC1=CC=C(C=C1)C(F)(F)F)C)C)=O (2-Methyl-2-{2-methyl-4-[4-(4-trifluoromethyl-phenyl)-but-3-ynylsulfanyl]-phenoxy}-propionic acid ethyl ester). Reaction SMILES: [CH2:1]([O:3][C:4](=[O:20])[C:5]([O:8][C:9]1[CH:14]=[CH:13][C:12]([S:15][C:16](=O)[CH3:17])=[CH:11][C:10]=1[CH3:19])([CH3:7])[CH3:6])[CH3:2].ICC[C:24]#[C:25][C:26]1[CH:31]=[CH:30][C:29]([C:32]([F:35])([F:34])[F:33])=[CH:28][CH:27]=1>>[CH2:1]([O:3][C:4](=[O:20])[C:5]([CH3:7])([O:8][C:9]1[CH:14]=[CH:13][C:12]([S:15][CH2:16][CH2:17][C:24]#[C:25][C:26]2[CH:31]=[CH:30][C:29]([C:32]([F:33])([F:34])[F:35])=[CH:28][CH:27]=2)=[CH:11][C:10]=1[CH3:19])[CH3:6])[CH3:2]. Reported procedure: In analogy to the procedure described in example 1D], 2-(4-acetylsulfanyl-2-methyl-phenoxy)-2-methyl-propionic acid ethyl ester (example 1C]) was reacted with 1-(4-iodo-but-1-ynyl)-4-trifluoromethyl-benzene (example 2E]) to give the title compound as colorless oil. Reactants: CC(C)O, COC(=O)c1ccccc1Nc1nc(Cl)ncc1Cl, Cl, CNC(=O)c1ccc(-c2cc(OC)c(N)cc2C)cc1. Yields the product CNC(=O)c1ccc(-c2cc(OC)c(Nc3ncc(Cl)c(Nc4ccccc4C(=O)OC)n3)cc2C)cc1. RXN SMILES: [CH3:41][CH:42]([OH:43])[CH3:44].[Cl:1][c:2]1[n:3][cH:4][c:5]([Cl:19])[c:6]([NH:8][c:9]2[c:10]([C:11](=[O:12])[O:13][CH3:14])[cH:15][cH:16][cH:17][cH:18]2)[n:7]1.[ClH:40].[NH2:20][c:21]1[cH:22][c:23]([CH3:39])[c:24](-[c:29]2[cH:30][cH:31][c:32]([C:35](=[O:36])[NH:37][CH3:38])[cH:33][cH:34]2)[cH:25][c:26]1[O:27][CH3:28]>>[c:2]1([NH:20][c:21]2[cH:22][c:23]([CH3:39])[c:24](-[c:29]3[cH:30][cH:31][c:32]([C:35](=[O:36])[NH:37][CH3:38])[cH:33][cH:34]3)[cH:25][c:26]2[O:27][CH3:28])[n:3][cH:4][c:5]([Cl:19])[c:6]([NH:8][c:9]2[c:10]([C:11](=[O:12])[O:13][CH3:14])[cH:15][cH:16][cH:17][cH:18]2)[n:7]1. Reactants: CCCC[O-], CS(C)=O, [K], CC(O)C1CCC2C3CCC4=CC(=O)CCC4(C)C3CCC12C. Product: CC(O)C1CCC2C3CC=C4CC(=O)CCC4(C)C3CCC12C. As a reaction SMILES: [CH3:25][CH2:26][CH2:27][CH2:28][O-:29].[CH3:30][S:31](=[O:32])[CH3:33].[K:24].[OH:1][CH:2]([CH3:3])[CH:4]1[CH2:5][CH2:6][CH:7]2[CH:8]3[CH2:9][CH2:10][C:11]4=[CH:12][C:13](=[O:23])[CH2:14][CH2:15][C:16]4([CH3:17])[CH:18]3[CH2:19][CH2:20][C:21]12[CH3:22]>>[OH:1][CH:2]([CH3:3])[CH:4]1[CH2:5][CH2:6][CH:7]2[CH:8]3[CH2:9][CH:10]=[C:11]4[CH2:12][C:13](=[O:23])[CH2:14][CH2:15][C:16]4([CH3:17])[CH:18]3[CH2:19][CH2:20][C:21]12[CH3:22]. Reactants: C1CCOC1 (THF), ClC=1N(C=CN1)C1=C(C=C(C=C1)C1OCCO1)OC (2-chloro-1-(4-[1,3]dioxolan-2-yl-2-methoxyphenyl)-1H-imidazole), Cl (hydrochloric acid), [OH-].[Na+] (sodium hydroxide). The solvent is C(C)(=O)OCC (ethyl acetate). Reported procedure: To a THF (40 mL) solution of 2-chloro-1-(4-[1,3]dioxolan-2-yl-2-methoxyphenyl)-1H-imidazole (3.19 g), 5N hydrochloric acid (15 mL) was added and the reaction solution was agitated for 2 hours. The reaction mixture was made basic with 5N sodium hydroxide aqueous solution, ethyl acetate was added and the organic layer was partitioned. The organic layer obtained was washed with a saturated saline solution, dried with anhydrous magnesium sulfate and concentrated under reduced pressure to yield 2.69 ... RXN SMILES: C1COCC1.[Cl:6][C:7]1[N:8]([C:12]2[CH:17]=[CH:16][C:15]([CH:18]3OCC[O:19]3)=[CH:14][C:13]=2[O:23][CH3:24])[CH:9]=[CH:10][N:11]=1.Cl.[OH-].[Na+]>C(OCC)(=O)C>[Cl:6][C:7]1[N:8]([C:12]2[CH:17]=[CH:16][C:15]([CH:18]=[O:19])=[CH:14][C:13]=2[O:23][CH3:24])[CH:9]=[CH:10][N:11]=1 |f:3.4|. Isolated yield 100.0%. Yields the product ClC=1N(C=CN1)C1=C(C=C(C=O)C=C1)OC (4-(2-chloro-1H-imidazol-1-yl)-3-methoxybenzaldehyde). Run at time 2 hour. The reactants are BrC=1C=NC=2N(C1)N=C(C2)C(=O)O (6-bromo-pyrazolo[1,5-a]pyrimidine-2-carboxylic acid), COC1=NC(=CC=C1C1=C2CCNC(C2=CC=C1)C)OC (5-(2,6-Dimethoxy-pyridin-3-yl)-1-methyl-1,2,3,4-tetrahydro-isoquinoline). The product is BrC=1C=NC=2N(C1)N=C(C2)C(=O)N2C(C1=CC=CC(=C1CC2)C=2C(=NC(=CC2)OC)OC)C ((6-Bromo-pyrazolo[1,5-a]pyrimidin-2-yl)-[5-(2,6-dimethoxy-pyridin-3-yl)-1-methyl-3,4-dihydro-1H-isoquinolin-2-yl]-methanone). RXN SMILES: [Br:1][C:2]1[CH:3]=[N:4][C:5]2[N:6]([N:8]=[C:9]([C:11]([OH:13])=O)[CH:10]=2)[CH:7]=1.[CH3:14][O:15][C:16]1[C:21]([C:22]2[CH:31]=[CH:30][CH:29]=[C:28]3[C:23]=2[CH2:24][CH2:25][NH:26][CH:27]3[CH3:32])=[CH:20][CH:19]=[C:18]([O:33][CH3:34])[N:17]=1>>[Br:1][C:2]1[CH:3]=[N:4][C:5]2[N:6]([N:8]=[C:9]([C:11]([N:26]3[CH2:25][CH2:24][C:23]4[C:28](=[CH:29][CH:30]=[CH:31][C:22]=4[C:21]4[C:16]([O:15][CH3:14])=[N:17][C:18]([O:33][CH3:34])=[CH:19][CH:20]=4)[CH:27]3[CH3:32])=[O:13])[CH:10]=2)[CH:7]=1. Procedure: In close analogy to the procedure described in Example 1, 6-bromo-pyrazolo[1,5-a]pyrimidine-2-carboxylic acid is reacted with 5-(2,6-Dimethoxy-pyridin-3-yl)-1-methyl-1,2,3,4-tetrahydro-isoquinoline to provide the title compound in moderate yield. Starting materials: O=C1OC(=O)C2=C1CCCC2, CCOC(C)=O, CC(=O)O, Nc1ccc(Cl)cc1F, O. Yields the product O=C1C2=C(CCCC2)C(=O)N1c1ccc(Cl)cc1F. As a reaction SMILES: [C:10]1(=[O:20])[C:11]2=[C:12]([C:13](=[O:14])[O:15]1)[CH2:16][CH2:17][CH2:18][CH2:19]2.[CH3:22][CH2:23][O:24][C:25](=[O:26])[CH3:27].[CH3:28][C:29](=[O:30])[OH:31].[Cl:1][c:2]1[cH:3][c:4]([F:9])[c:5]([NH2:6])[cH:7][cH:8]1.[OH2:21]>>[Cl:1][c:2]1[cH:3][c:4]([F:9])[c:5]([N:6]2[C:10](=[O:15])[C:11]3=[C:12]([C:13]2=[O:14])[CH2:16][CH2:17][CH2:18][CH2:19]3)[cH:7][cH:8]1. The reactants are N[C@@H](C(C)C)C(=O)NC(CC(=O)OC(C)(C)C)C(CF)O ((3RS,4RS)-3-(valinyl)amino-5-fluoro-4-hydroxypentanoic acid, tert-butyl ester), C1(=CC=CC2=CC=CC=C12)OCC(=O)O ((1-naphthyloxy)acetic acid), O.OC1=CC=CC=2NN=NC21 (hydroxybenzotriazole hydrate), Cl.C(C)N=C=NC(CC(C)C)N (1-ethyl-3-(3′,3′-dimethyl-1′-aminopropyl)carbodiimide hydrochloride). Run in C(Cl)Cl (CH2Cl2), CN(C=O)C (dimethylformamide), C(Cl)Cl (CH2Cl2). Reaction conditions: time 10 minute. The product is C1(=CC=CC2=CC=CC=C12)OCC(=O)N[C@@H](C(C)C)C(=O)NC(CC(=O)OC(C)(C)C)C(CF)O ((3RS,4RS)-3-[N-((1-Naphtyloxy)Acetyl)Valinyl]Amino-5-Fluoro-4-Hydroxypentanoic Acid, tert-Butyl Ester). The yield is 62.6%. RXN SMILES: [C:1]1([O:11][CH2:12][C:13]([OH:15])=O)[C:10]2[C:5](=[CH:6][CH:7]=[CH:8][CH:9]=2)[CH:4]=[CH:3][CH:2]=1.O.OC1C2N=NNC=2C=CC=1.Cl.C(N=C=NC(N)CC(C)C)C.[NH2:39][C@H:40]([C:44]([NH:46][CH:47]([CH:56]([OH:59])[CH2:57][F:58])[CH2:48][C:49]([O:51][C:52]([CH3:55])([CH3:54])[CH3:53])=[O:50])=[O:45])[CH:41]([CH3:43])[CH3:42]>CN(C)C=O.C(Cl)Cl>[C:1]1([O:11][CH2:12][C:13]([NH:39][C@H:40]([C:44]([NH:46][CH:47]([CH:56]([OH:59])[CH2:57][F:58])[CH2:48][C:49]([O:51][C:52]([CH3:53])([CH3:54])[CH3:55])=[O:50])=[O:45])[CH:41]([CH3:42])[CH3:43])=[O:15])[C:10]2[C:5](=[CH:6][CH:7]=[CH:8][CH:9]=2)[CH:4]=[CH:3][CH:2]=1 |f:1.2,3.4|. Procedure details: To a solution of (1-naphthyloxy)acetic acid (0.202 g, 1.0 mmol) in in dimethylformamide(4.0 mL) —CH2Cl2 (6.0 mL) at 0° C. (ice bath) under nitrogen was added hydroxybenzotriazole hydrate (0.168 g) followed by 1-ethyl-3-(3′,3′-dimethyl-1′-aminopropyl)carbodiimide hydrochloride (0.249 g, 1.3 mmol). After stirring for 10 min, the mixture was treated with a solution of (3RS,4RS)-3-(valinyl)amino-5-fluoro-4-hydroxypentanoic acid, tert-butyl ester (0.319 g, 1.04 mmol) in CH2Cl2(8.0 mL). After stirring... Starting materials: C(C)(C)(C)OC(=O)N1C[C@H](C[C@H](C1)C(N(CC1=CC(=CC(=C1)OCCCOC)OC)C1CC1)=O)N ((3S*,5R*)-3-Amino-5-{cyclopropyl-[3-methoxy-5-(3-methoxy-propoxy)-benzyl]-carbamoyl}-piperidine-1-carboxylic acid tert-butyl ester), CCN(C(C)C)C(C)C (i-Pr2NEt), ClC1=NC=NC(=C1)Cl (4,6-dichloropyrimidine). Run in CN(C)C=O (DMF). Conditions: time 16 hour. Yields the product C1(CC1)N(C(=O)[C@H]1CNC[C@H](C1)NC1=NC=NC(=C1)Cl)CC1=CC(=CC(=C1)OCCCOC)OC ((3R*,5S*)-5-(6-Chloro-pyrimidin-4-ylamino)-piperidine-3-carboxylic acid cyclopropyl-[3-methoxy-5-(3-methoxy-propoxy)-benzyl]-amide). RXN SMILES: C(OC([N:8]1[CH2:13][C@H:12]([C:14](=[O:34])[N:15]([CH:31]2[CH2:33][CH2:32]2)[CH2:16][C:17]2[CH:22]=[C:21]([O:23][CH2:24][CH2:25][CH2:26][O:27][CH3:28])[CH:20]=[C:19]([O:29][CH3:30])[CH:18]=2)[CH2:11][C@H:10]([NH2:35])[CH2:9]1)=O)(C)(C)C.CCN(C(C)C)C(C)C.[Cl:45][C:46]1[CH:51]=[C:50](Cl)[N:49]=[CH:48][N:47]=1>CN(C=O)C>[CH:31]1([N:15]([CH2:16][C:17]2[CH:22]=[C:21]([O:23][CH2:24][CH2:25][CH2:26][O:27][CH3:28])[CH:20]=[C:19]([O:29][CH3:30])[CH:18]=2)[C:14]([C@@H:12]2[CH2:11][C@H:10]([NH:35][C:50]3[CH:51]=[C:46]([Cl:45])[N:47]=[CH:48][N:49]=3)[CH2:9][NH:8][CH2:13]2)=[O:34])[CH2:32][CH2:33]1. Procedure details: To a solution of (3S*,5R*)-3-Amino-5-{cyclopropyl-[3-methoxy-5-(3-methoxy-propoxy)-benzyl]-carbamoyl}-piperidine-1-carboxylic acid tert-butyl ester (50 mg, 0.10 mmol) in DMF (0.5 mL) are added i-Pr2NEt (26 uL, 0.15 mmol) and 4,6-dichloropyrimidine (23 mg, 0.15 mmol). After stirring for 16 h, the reaction mixture is quenched by H2O (30 mL) and extracted with EtOAc/Et2O (c.a. 1:1, 60 mL). The organic phase is successively washed with 5% KHSO4aq, 5% NaHCO3aq, H2O, and brine, then dried over Na2SO4....